From a dataset of the Open Reaction Database (ORD), a public repository of structured organic reaction records. describe an organic reaction: reactants, conditions, products, and yield Reactants: CC(=O)Cl, CO, O=C(O)C(F)(F)F, Nc1cc(-c2[nH]c3nccnc3c2-c2ccc(F)cc2)ccn1, C1CCOC1, c1ccncc1. Product: O=C(O)C(F)(F)F, CC(=O)Nc1cc(-c2[nH]c3nccnc3c2-c2ccc(F)cc2)ccn1. As a reaction SMILES: [CH3:37][C:38]([Cl:39])=[O:40].[CH3:46][OH:47].[F:1][C:2]([C:3](=[O:4])[OH:5])([F:6])[F:7].[NH2:8][c:9]1[n:10][cH:11][cH:12][c:13](-[c:15]2[c:16](-[c:24]3[cH:25][cH:26][c:27]([F:30])[cH:28][cH:29]3)[c:17]3[c:18]([n:19][cH:20][cH:21][n:22]3)[nH:23]2)[cH:14]1.[O:41]1[CH2:42][CH2:43][CH2:44][CH2:45]1.[cH:31]1[cH:32][cH:33][n:34][cH:35][cH:36]1>>[F:1][C:2]([C:3](=[O:4])[OH:5])([F:6])[F:7].[NH:8]([c:9]1[n:10][cH:11][cH:12][c:13](-[c:15]2[c:16](-[c:24]3[cH:25][cH:26][c:27]([F:30])[cH:28][cH:29]3)[c:17]3[c:18]([n:19][cH:20][cH:21][n:22]3)[nH:23]2)[cH:14]1)[C:38]([CH3:37])=[O:40].